This data is from the Open Reaction Database (ORD), a public repository of structured organic reaction records. The task is: describe an organic reaction: reactants, conditions, products, and yield The reactants are Br[C@@H](C(=O)O)C(C)C ((R)-2-bromo-3-methylbutanoic acid), FC(C1=CC=C(N)C=C1)(F)F (4-Trifluoromethylaniline), [OH-].[K+] (potassium hydroxide), C=1C=CC2=C(C1)C(=O)OC2(C=3C=CC(=CC3)O)C=4C=CC(=CC4)O (phenolphthalein). Solvent: CO (methanol), CO (methanol). Reaction conditions: time 1 hour. Yields the product FC(C1=CC=C(C=C1)N[C@@H](C(=O)O)C(C)C)(F)F ((R)-2-(4-trifluoromethylphenylamino)-3-methylbutanoic acid). RXN SMILES: Br[C@H:2]([CH:6]([CH3:8])[CH3:7])[C:3]([OH:5])=[O:4].[OH-].[K+].C1C=CC2C(C3C=CC(O)=CC=3)(C3C=CC(O)=CC=3)OC(=O)C=2C=1.[F:35][C:36]([F:45])([F:44])[C:37]1[CH:43]=[CH:42][C:40]([NH2:41])=[CH:39][CH:38]=1>CO>[F:35][C:36]([F:44])([F:45])[C:37]1[CH:38]=[CH:39][C:40]([NH:41][C@H:2]([CH:6]([CH3:8])[CH3:7])[C:3]([OH:5])=[O:4])=[CH:42][CH:43]=1 |f:1.2|. Procedure: A solution of 10.01 g (55.3 mmol) of (R)-2-bromo-3-methylbutanoic acid in methanol is titrated with 1 M potassium hydroxide (~53 ml) in methanol to the phenolphthalein endpoint. The methanol is then removed under high vacuum at 35°, and the solid is kept at 35° under high vacuum for one hour. 4-Trifluoromethylaniline (23.89 g, 148.3 mmol) is added to the salt, and the mixture is heated in a pre-heated oil bath (90°) under nitrogen for 30 minutes. The mixture is then cooled and worked up immediat... The reactants are CC(C)(C)N=C=S, CCOC(C)=O, CCN(C(C)C)C(C)C, NC1CCCC1, ClCCl. Product: CC(C)(C)NC(=S)NC1CCCC1. Reaction SMILES: [C:1]([CH3:2])([CH3:3])([CH3:4])[N:5]=[C:6]=[S:7].[CH3:26][CH2:27][O:28][C:29]([CH3:30])=[O:31].[CH:14]([N:15]([CH2:16][CH3:17])[CH:18]([CH3:19])[CH3:20])([CH3:21])[CH3:22].[CH:8]1([NH2:13])[CH2:9][CH2:10][CH2:11][CH2:12]1.[Cl:23][CH2:24][Cl:25]>>[C:1]([CH3:2])([CH3:3])([CH3:4])[NH:5][C:6](=[S:7])[NH:13][CH:8]1[CH2:9][CH2:10][CH2:11][CH2:12]1.